The task is: describe an organic reaction: reactants, conditions, products, and yield. This data is from the Open Reaction Database (ORD), a public repository of structured organic reaction records. Starting materials: BrC1=C(OCOC2=C(C=CC=C2)NC=O)C=CC=C1 (N-(2-(2-bromophenoxymethoxy)phenyl)formamide), C([O-])([O-])=O.[K+].[K+] (potassium carbonate). The reagents and catalysts are [Cu] (copper), [Cu](Br)Br (copper bromide). Solvent: C1=CC=C(C=C1)C2=CC=CC=C2.C1=CC=C(C=C1)OC2=CC=CC=C2 (Dowtherm). Conditions: temperature 180 celsius, time 8 hour. The product is C1=CC=CC=2OCOC3=C(NC21)C=CC=C3 (12H-dibenzo[d,g][1,3,6]dioxazocine). The yield is 102.1%. RXN SMILES: Br[C:2]1[CH:19]=[CH:18][CH:17]=[CH:16][C:3]=1[O:4][CH2:5][O:6][C:7]1[CH:12]=[CH:11][CH:10]=[CH:9][C:8]=1[NH:13]C=O.C(=O)([O-])[O-].[K+].[K+]>C1C=CC(C2C=CC=CC=2)=CC=1.C1C=CC(OC2C=CC=CC=2)=CC=1.[Cu].[Cu](Br)Br>[CH:9]1[C:8]2[NH:13][C:2]3[CH:19]=[CH:18][CH:17]=[CH:16][C:3]=3[O:4][CH2:5][O:6][C:7]=2[CH:12]=[CH:11][CH:10]=1 |f:1.2.3,4.5|. Procedure: The above formamide (6.8 g, 21 mmol) was suspended in Dowtherm (75 ml), and potassium carbonate (3.9 g, 28 mmol) was added, followed by copper (1.1 g, 17 mmol) and copper bromide (1.5 g, 11 mmol). The reaction mixture was heated at 180° C. overnight. After cooling, the mixture was filtered, and the filtercake was washed with dichloromethane. Dowtherm and solvent was distilled off, and ethanol (200 ml) was added to the residue, which was left overnight. 4 M Sodium hydroxide (14 ml) was added and ... Yields the product N1CC=CC2=CC=CC=C12 (1,2-dihydroquinoline). Procedure details: In the final step of this novel process, an aniline 10 is treated with a ketone 11, especially acetone, cyclohexanone or 3-pentanone, in the presence of a catalyst, especially camphor sulfonic acid, boron trifluoride etherate or lanthanum tris(trifluoromethanesulfonate), to afford the 1,2-dihydroquinoline 12: The reactants are NC1=CC=CC=C1 (aniline), ketone, C1(CCCCC1)=O (cyclohexanone), C12(C(=O)CC(CC1)C2(C)C)CS(=O)(=O)O (camphor sulfonic acid), B(F)(F)F.CCOCC (boron trifluoride etherate), FC(S(=O)(=O)[O-])(F)F.FC(S(=O)(=O)[O-])(F)F.FC(S(=O)(=O)[O-])(F)F.[La+3] (lanthanum tris(trifluoromethanesulfonate)). Solvent: CCC(CC)=O (3-pentanone), CC(=O)C (acetone). RXN SMILES: [NH2:1][C:2]1[CH:7]=[CH:6][CH:5]=[CH:4][CH:3]=1.[C:8]1(=O)[CH2:13]CCC[CH2:9]1.C12(CS(O)(=O)=O)C(C)(C)C(CC1)CC2=O.B(F)(F)F.CCOCC.FC(F)(F)S([O-])(=O)=O.FC(F)(F)S([O-])(=O)=O.FC(F)(F)S([O-])(=O)=O.[La+3]>CCC(=O)CC.CC(C)=O>[NH:1]1[C:2]2[C:7](=[CH:6][CH:5]=[CH:4][CH:3]=2)[CH:9]=[CH:8][CH2:13]1 |f:3.4,5.6.7.8|. Reactants: CC(C)(C)OC(=O)N1CC=C(C(=O)O)CC1, CC[O-], CN(C)C=O, O=C(Cl)C(=O)Cl, Nc1ccccc1C(=O)Nc1ccc(Cl)cn1, ClCCl, [Na+], C1CCOC1, c1ccncc1. Yields the product CC(C)(C)OC(=O)N1CC=C(C(=O)Nc2ccccc2C(=O)Nc2ccc(Cl)cn2)CC1. As a reaction SMILES: [C:1](=[O:2])([O:3][C:4]([CH3:5])([CH3:6])[CH3:7])[N:8]1[CH2:9][CH2:10][C:11]([C:14](=[O:15])[OH:16])=[CH:12][CH2:13]1.[CH3:18][CH2:19][O-:20].[CH3:58][N:59]([CH3:60])[CH:61]=[O:62].[Cl:21][C:22]([C:23]([Cl:24])=[O:25])=[O:26].[Cl:27][c:28]1[cH:29][cH:30][c:31]([NH:34][C:35]([c:36]2[c:37]([NH2:42])[cH:38][cH:39][cH:40][cH:41]2)=[O:43])[n:32][cH:33]1.[Cl:49][CH2:50][Cl:51].[Na+:17].[O:44]1[CH2:45][CH2:46][CH2:47][CH2:48]1.[cH:52]1[cH:53][cH:54][n:55][cH:56][cH:57]1>>[C:1](=[O:2])([O:3][C:4]([CH3:5])([CH3:6])[CH3:7])[N:8]1[CH2:9][CH2:10][C:11]([C:14](=[O:16])[NH:42][c:37]2[c:36]([C:35]([NH:34][c:31]3[cH:30][cH:29][c:28]([Cl:27])[cH:33][n:32]3)=[O:43])[cH:41][cH:40][cH:39][cH:38]2)=[CH:12][CH2:13]1. The reactants are O=C([O-])[O-], CC(=O)OC(C)(C)C, CC(C)(C)CC(N)C(=O)O, CCOCC, Cc1ccccc1, CCOC(C)=O, CO, [O-][Cl+3]([O-])([O-])O, ClCCl, [Na+], [Na+], [Na+], [OH-]. Product: CC(C)(C)CC(N)C(=O)OC(C)(C)C. RXN SMILES: [C:16](=[O:17])([O-:18])[O-:19].[C:24]([O:25][C:28]([CH3:29])([CH3:30])[CH3:31])(=[O:26])[CH3:27].[CH3:1][C:2]([CH2:3][CH:4]([NH2:5])[C:6](=[O:7])[OH:8])([CH3:9])[CH3:10].[CH3:32][CH2:33][O:34][CH2:35][CH3:36].[CH3:37][c:38]1[cH:39][cH:40][cH:41][cH:42][cH:43]1.[CH3:44][CH2:45][O:46][C:47]([CH3:48])=[O:49].[CH3:50][OH:51].[Cl+3:11]([OH:12])([O-:13])([O-:14])[O-:15].[Cl:52][CH2:53][Cl:54].[Na+:20].[Na+:21].[Na+:23].[OH-:22]>>[CH3:1][C:2]([CH2:3][CH:4]([NH2:5])[C:6](=[O:7])[O:8][C:28]([CH3:29])([CH3:30])[CH3:31])([CH3:9])[CH3:10]. The product is C(C)OC(CC=1C=C(C(=CC1)OC)C1=C(C=C(C=C1)C(F)(F)F)CSC=1SC(=NN1)C)=O ([6-Methoxy-2′-(5-methyl-[1,3,4]thiadiazol-2-ylsulfanylmethyl)-4′-trifluoromethyl-biphenyl-3-yl]acetic acid ethyl ester). RXN SMILES: [CH2:1]([O:3][C:4](=[O:26])[CH2:5][C:6]1[CH:7]=[C:8]([C:14]2[CH:19]=[CH:18][C:17]([C:20]([F:23])([F:22])[F:21])=[CH:16][C:15]=2[CH2:24]Br)[C:9]([O:12][CH3:13])=[CH:10][CH:11]=1)[CH3:2].[CH3:27][C:28]1[S:32][C:31]([SH:33])=[N:30][N:29]=1>>[CH2:1]([O:3][C:4](=[O:26])[CH2:5][C:6]1[CH:7]=[C:8]([C:14]2[CH:19]=[CH:18][C:17]([C:20]([F:23])([F:22])[F:21])=[CH:16][C:15]=2[CH2:24][S:33][C:31]2[S:32][C:28]([CH3:27])=[N:29][N:30]=2)[C:9]([O:12][CH3:13])=[CH:10][CH:11]=1)[CH3:2]. Starting materials: C(C)OC(CC=1C=C(C(=CC1)OC)C1=C(C=C(C=C1)C(F)(F)F)CBr)=O ((2′-bromomethyl-6-methoxy-4′-trifluoromethyl-biphenyl-3-yl)-acetic acid ethyl ester), CC1=NN=C(S1)S (5-methyl-1,3,4-thiadiazole-2-thiol). Reported procedure: Prepared according to the procedure described in Example 1, Step 6, using the following starting materials: (2′-bromomethyl-6-methoxy-4′-trifluoromethyl-biphenyl-3-yl)-acetic acid ethyl ester and 5-methyl-1,3,4-thiadiazole-2-thiol. Starting materials: C(C)C=1C=C2CC(CC2=CC1CC)NC[C@H](O)C1=C2C=CC(NC2=C(C=C1)O)=O ((R)-5-[2-(5,6-diethyl-indan-2-ylamino)-1-hydroxyethyl]-8-hydroxy-1H-quinolin-2-one), O.C1(=CC=C(C=C1)S(=O)(=O)O)C (p-toluenesulfonic acid monohydrate). The solvent is C(C)OC(C)=O (ethylacetate). Conditions: temperature 60 celsius. Product: S(=O)(=O)(O)C1=CC=C(C)C=C1.C(C)C=1C=C2CC(CC2=CC1CC)NC[C@H](O)C1=C2C=CC(NC2=C(C=C1)O)=O ((R)-5-[2-(5,6-diethyl-indan-2-ylamino)-1-hydroxyethyl]-8-hydroxy-1H-quinolin-2-one tosylate). Reaction SMILES: [CH2:1]([C:3]1[CH:4]=[C:5]2[C:9](=[CH:10][C:11]=1[CH2:12][CH3:13])[CH2:8][CH:7]([NH:14][CH2:15][C@@H:16]([C:18]1[CH:27]=[CH:26][C:25]([OH:28])=[C:24]3[C:19]=1[CH:20]=[CH:21][C:22](=[O:29])[NH:23]3)[OH:17])[CH2:6]2)[CH3:2].O.[C:31]1([CH3:41])[CH:36]=[CH:35][C:34]([S:37]([OH:40])(=[O:39])=[O:38])=[CH:33][CH:32]=1>C(OC(=O)C)C>[S:37]([C:34]1[CH:35]=[CH:36][C:31]([CH3:41])=[CH:32][CH:33]=1)([OH:40])(=[O:39])=[O:38].[CH2:12]([C:11]1[CH:10]=[C:9]2[C:5](=[CH:4][C:3]=1[CH2:1][CH3:2])[CH2:6][CH:7]([NH:14][CH2:15][C@@H:16]([C:18]1[CH:27]=[CH:26][C:25]([OH:28])=[C:24]3[C:19]=1[CH:20]=[CH:21][C:22](=[O:29])[NH:23]3)[OH:17])[CH2:8]2)[CH3:13] |f:1.2,4.5|. Procedure: A mixture of 2.00 g (R)-5-[2-(5,6-diethyl-indan-2-ylamino)-1-hydroxyethyl]-8-hydroxy-1H-quinolin-2-one base (5.1 mmoles) and 0.98 g p-toluenesulfonic acid monohydrate (5.1 mmoles) in 30 ml ethylacetate is heated to 60° C. During heating the initially sticky yellow amorphous mass, turns to a white, good stirrable suspension. The suspension is allowed to cool and stirred at room temperature over night. The crystals are collected after filtration and washing with ethylacetate. The salt is dried for... Starting materials: C(C)OC(=O)C1CC2=C(N(C=3C=CC(=CC23)OC)C)C1 (1,2,3,4-tetrahydro-4-methyl-7-methoxycyclopent[b]indole-2-carboxylic acid ethyl ester), CN (methylamine). Solvent: C(C)O (ethanol). Run at temperature 70 celsius, time 50 hour. The product is COC1=CC=2C3=C(N(C2C=C1)C)CC(C3)C(=O)NC (1,2,3,4-Tetrahydro-7-methoxy-N,4-dimethylcyclopent[b]indole-2-carboxylic acid amide). As a reaction SMILES: C([O:3][C:4]([CH:6]1[CH2:20][C:9]2[N:10]([CH3:19])[C:11]3[CH:12]=[CH:13][C:14]([O:17][CH3:18])=[CH:15][C:16]=3[C:8]=2[CH2:7]1)=O)C.[CH3:21][NH2:22]>C(O)C>[CH3:18][O:17][C:14]1[CH:13]=[CH:12][C:11]2[N:10]([CH3:19])[C:9]3[CH2:20][CH:6]([C:4]([NH:22][CH3:21])=[O:3])[CH2:7][C:8]=3[C:16]=2[CH:15]=1. Procedure details: To a solution of 1,2,3,4-tetrahydro-4-methyl-7-methoxycyclopent[b]indole-2-carboxylic acid ethyl ester (4.5 g, 0.016 mole) in 100 ml of absolute ethanol, was added methylamine (40% aqueous solution, 15 ml, 6 g, 0.18 mole). The mixture was stirred at 70° C. for 50 hours in a sealed tube. The mixture was concentrated to a brown solid (~5 g) which was eluted on a silica gel column with ethyl acetate/dichloromethane (1:1) via HPLC. The desired fractions were combined and concentrated to a white soli... Starting materials: COC=1C=C(C=CC1OC)S(=O)(=O)CC=1N=C(OC1C)C1=CC=C(C(=O)OC)C=C1 (Methyl 4-(4-{[(3,4-Dimethoxyphenyl)sulfonyl]methyl}-5-methyl-1,3-oxazol-2-yl)benzoate), [OH-].[Na+] (NaOH). Solvent: O1CCOCC1 (dioxane). The product is COC=1C=C(C=CC1OC)S(=O)(=O)CC=1N=C(OC1C)C1=CC=C(C(=O)O)C=C1 (4-(4-{[(3,4-Dimethoxyphenyl)sulfonyl]methyl}-5-methyl-1,3-oxazol-2-yl)benzoic acid). Isolated yield 96.1%. RXN SMILES: [CH3:1][O:2][C:3]1[CH:4]=[C:5]([S:11]([CH2:14][C:15]2[N:16]=[C:17]([C:21]3[CH:30]=[CH:29][C:24]([C:25]([O:27]C)=[O:26])=[CH:23][CH:22]=3)[O:18][C:19]=2[CH3:20])(=[O:13])=[O:12])[CH:6]=[CH:7][C:8]=1[O:9][CH3:10].[OH-].[Na+]>O1CCOCC1>[CH3:1][O:2][C:3]1[CH:4]=[C:5]([S:11]([CH2:14][C:15]2[N:16]=[C:17]([C:21]3[CH:22]=[CH:23][C:24]([C:25]([OH:27])=[O:26])=[CH:29][CH:30]=3)[O:18][C:19]=2[CH3:20])(=[O:12])=[O:13])[CH:6]=[CH:7][C:8]=1[O:9][CH3:10] |f:1.2|. Reported procedure: Reaction of benzoate 40 (355 mg, 0.82 mmol) and 2 M NaOH (10 mL) in dioxane (10 mL) gave acid 41 (329 mg, 96%) as a white solid: mp (H2O) 221-223° C.; 1H NMR δ 13.16 (br s, 1H, CO2H), 8.05 (d, J=8.4 Hz, 2H, H-2, H-6), 7.94 (d, J=8.4 Hz, 2H, H-3, H-5), 7.33 (dd, J=8.5, 2.0 Hz, 1H, H-6′), 7.26 (d, J=2.0 Hz, 1H, H-2′), 7.14 (d, J=8.5 Hz, 1H, H-5′), 4.63 (s, 2H, CH2SO2), 3.84 (s, 3H, OCH3), 3.76 (s, 3H, OCH3), 2.16 (s, 3H, CH3); MS m/z 418.6 (MH+, 100%). Anal. calcd for C20H19NO7S.½H2O: C, 56.33; H,...